The task is: describe an organic reaction: reactants, conditions, products, and yield. This data is from the Open Reaction Database (ORD), a public repository of structured organic reaction records. Starting materials: NP(=O)(NC(C1=CC=C(C=C1)[N+](=O)[O-])=O)N (N-[diaminophosphinyl]-4-nitrobenzamide), alcohol, [H][H] (hydrogen). The reagents and catalysts are [Pd] (Pd/C). Solvent: CN(C=O)C (dimethylformamide), alcohol. Conditions: time 60 hour. Product: NC1=CC=C(C(=O)NP(=O)(N)N)C=C1 (4-Amino-N-[diaminophosphinyl]benzamide). RXN SMILES: [NH2:1][P:2]([NH2:16])([NH:4][C:5](=[O:15])[C:6]1[CH:11]=[CH:10][C:9]([N+:12]([O-])=O)=[CH:8][CH:7]=1)=[O:3].[H][H]>[Pd].CN(C)C=O>[NH2:12][C:9]1[CH:10]=[CH:11][C:6]([C:5]([NH:4][P:2]([NH2:16])([NH2:1])=[O:3])=[O:15])=[CH:7][CH:8]=1. Procedure: 30 g (0.12 mole) of N-[diaminophosphinyl]-4-nitrobenzamide in 800 ml of absolute alcohol was reduced using 4.0 g of 5% Pd/C containing 50% water. A hydrogen uptake of 19.9 psi. was recorded after 60 hr. (theoretical 24 psi.). Added 2000 ml of absolute alcohol and 2000 ml of dimethylformamide to dissolve. The catalyst was removed by filtration and the filtrate flash-evaporated down to 125 ml. Chilled to 0°, filtered and washed with anhydrous ethyl ether to yield 12.4 g (48%), m.p. darkens 168°-17... Reactants: O=Cc1ccccc1Br, CO, COC(OC)OC, Cl. Yields the product COC(OC)c1ccccc1Br. RXN SMILES: [Br:1][c:2]1[c:3]([CH:4]=[O:5])[cH:6][cH:7][cH:8][cH:9]1.[CH3:18][OH:19].[CH:10]([O:11][CH3:12])([O:13][CH3:14])[O:15][CH3:16].[ClH:17]>>[Br:1][c:2]1[c:3]([CH:10]([O:11][CH3:12])[O:13][CH3:14])[cH:6][cH:7][cH:8][cH:9]1.